Task: describe an organic reaction: reactants, conditions, products, and yield. Dataset: the Open Reaction Database (ORD), a public repository of structured organic reaction records Reactants: CO, [Cl-], Cn1cc(C(=O)c2cc(Cl)ccc2[N+](=O)[O-])nn1, Cl, O. Product: Cn1cc(C(=O)c2cc(Cl)ccc2N)nn1. As a reaction SMILES: [CH3:22][OH:23].[Cl-:21].[Cl:1][c:2]1[cH:3][cH:4][c:5]([N+:16]([O-:17])=[O:18])[c:6]([C:8](=[O:9])[c:10]2[n:11][n:12][n:13]([CH3:15])[cH:14]2)[cH:7]1.[ClH:19].[OH2:20]>>[Cl:1][c:2]1[cH:3][cH:4][c:5]([NH2:16])[c:6]([C:8](=[O:9])[c:10]2[n:11][n:12][n:13]([CH3:15])[cH:14]2)[cH:7]1.